From a dataset of the Open Reaction Database (ORD), a public repository of structured organic reaction records. describe an organic reaction: reactants, conditions, products, and yield The reactants are ClC1=NC=CC(=N1)Cl (2,4 dichloropyrimidine), C(C)(=O)C=1C=C(C=CC1)B(O)O (3-acetylphenylboronic acid), 234. Product: ClC1=NC=CC(=N1)C=1C=C(C=CC1)C(C)=O (1-[3-(2-Chloro-pyrimidin-4-yl)-phenyl]-ethanone). RXN SMILES: [Cl:1][C:2]1[N:7]=[C:6](Cl)[CH:5]=[CH:4][N:3]=1.[C:9]([C:12]1[CH:13]=[C:14](B(O)O)[CH:15]=[CH:16][CH:17]=1)(=[O:11])[CH3:10]>>[Cl:1][C:2]1[N:7]=[C:6]([C:16]2[CH:17]=[C:12]([C:9](=[O:11])[CH3:10])[CH:13]=[CH:14][CH:15]=2)[CH:5]=[CH:4][N:3]=1. Reported procedure: 2,4 dichloropyrimidine was coupled with 3-acetylphenylboronic acid following procedure A. LC-MS showed the product had the expected M+H+ of 234.